Dataset: the Open Reaction Database (ORD), a public repository of structured organic reaction records. Task: describe an organic reaction: reactants, conditions, products, and yield The reactants are CO, FC(F)Oc1ccc(C(c2ccccc2)N2CCNCC2)cc1, NC(=O)c1cc2c(OCC3CO3)cccc2[nH]1. Yields the product NC(=O)c1cc2c(OCC(O)CN3CCN(C(c4ccccc4)c4ccc(OC(F)F)cc4)CC3)cccc2[nH]1. Reaction SMILES: [CH3:41][OH:42].[F:18][CH:19]([O:20][c:21]1[cH:22][cH:23][c:24]([CH:27]([N:28]2[CH2:29][CH2:30][NH:31][CH2:32][CH2:33]2)[c:34]2[cH:35][cH:36][cH:37][cH:38][cH:39]2)[cH:25][cH:26]1)[F:40].[O:1]1[CH:2]([CH2:3][O:4][c:5]2[c:6]3[cH:7][c:8]([C:14](=[O:15])[NH2:16])[nH:9][c:10]3[cH:11][cH:12][cH:13]2)[CH2:17]1>>[OH:1][CH:2]([CH2:3][O:4][c:5]1[c:6]2[cH:7][c:8]([C:14](=[O:15])[NH2:16])[nH:9][c:10]2[cH:11][cH:12][cH:13]1)[CH2:17][N:31]1[CH2:30][CH2:29][N:28]([CH:27]([c:24]2[cH:23][cH:22][c:21]([O:20][CH:19]([F:18])[F:40])[cH:26][cH:25]2)[c:34]2[cH:35][cH:36][cH:37][cH:38][cH:39]2)[CH2:33][CH2:32]1. Reactants: C(C)(=O)N1CC(C2=CC=C(C=C12)C(=O)OC)=O (Methyl 1-acetyl-2,3-dihydroindol-3-one-6-carboxylate), C(OC)(OC)OC (trimethyl orthoformate), C1(=CC=C(C=C1)S(=O)(=O)O)C (p-toluene sulphonic acid). Run in CO (methanol). Yields the product C(C)(=O)N1C=C(C2=CC=C(C=C12)C(=O)OC)OC (Methyl 1-acetyl-3-methoxyindole-6-carboxylate). Reaction SMILES: [C:1]([N:4]1[C:12]2[C:7](=[CH:8][CH:9]=[C:10]([C:13]([O:15][CH3:16])=[O:14])[CH:11]=2)[C:6](=[O:17])[CH2:5]1)(=[O:3])[CH3:2].[CH:18](OC)(OC)OC.C1(C)C=CC(S(O)(=O)=O)=CC=1>CO>[C:1]([N:4]1[C:12]2[C:7](=[CH:8][CH:9]=[C:10]([C:13]([O:15][CH3:16])=[O:14])[CH:11]=2)[C:6]([O:17][CH3:18])=[CH:5]1)(=[O:3])[CH3:2]. Procedure: Methyl 1-acetyl-2,3-dihydroindol-3-one-6-carboxylate (233 mg, 1 mmol), trimethyl orthoformate (10 ml) and p-toluene sulphonic acid (20 mg) were heated under reflux for 3 h. in methanol (10 ml). The reaction mixture was concentrated under reduced pressure, poured into water and extracted with chloroform. After drying and evaporation, the product was purified by prep hplc; Starting materials: O=C1CC(NC2=C(N1)C=CC=C2)=O (2,4-Dioxo-2,3,4,5-tetrahydro-1H-1,5-benzodiazepine), BrCC1CC1 ((bromomethyl)cyclopropane). The product is N1CCCNC2=C1C=CC=C2 (2,3,4,5-tetrahydro-1H-1,5-benzodiazepine). Reaction SMILES: O=[C:2]1[NH:8][C:7]2[CH:9]=[CH:10][CH:11]=[CH:12][C:6]=2[NH:5][C:4](=O)[CH2:3]1.BrCC1CC1>>[NH:5]1[C:6]2[CH:12]=[CH:11][CH:10]=[CH:9][C:7]=2[NH:8][CH2:2][CH2:3][CH2:4]1. Procedure details: 2,4-Dioxo-1,5-bis-cyclopropylmethyl)-2,3,4,5-tetrahydro-1H-1,5-benzodiazepine was prepared following General Procedure 8-M using the product from Example 8-P, Step A, and (bromomethyl)cyclopropane (Lancaster). Purification was by flash chromatography eluting with EtOAc/hexanes (3:7 gradient to straight EtOAc), then recrystallization from EtOAc/hexanes. Starting materials: COc1cc2nccc(Oc3ccc(C)cc3Br)c2cc1OC, [Li]CCCC, CCCCCC, C1CCOC1, O, O=C(Cl)c1ccco1. Product: COc1cc2nccc(Oc3ccc(C)cc3C(=O)c3ccco3)c2cc1OC. RXN SMILES: [Br:1][c:2]1[c:3]([O:4][c:5]2[cH:6][cH:7][n:8][c:9]3[cH:10][c:11]([O:17][CH3:18])[c:12]([O:15][CH3:16])[cH:13][c:14]23)[cH:19][cH:20][c:21]([CH3:23])[cH:22]1.[CH2:30]([Li:31])[CH2:32][CH2:33][CH3:34].[CH3:24][CH2:25][CH2:26][CH2:27][CH2:28][CH3:29].[O:44]1[CH2:45][CH2:46][CH2:47][CH2:48]1.[OH2:43].[o:35]1[c:36]([C:40](=[O:41])[Cl:42])[cH:37][cH:38][cH:39]1>>[c:2]1([C:40]([c:36]2[o:35][cH:39][cH:38][cH:37]2)=[O:41])[c:3]([O:4][c:5]2[cH:6][cH:7][n:8][c:9]3[cH:10][c:11]([O:17][CH3:18])[c:12]([O:15][CH3:16])[cH:13][c:14]23)[cH:19][cH:20][c:21]([CH3:23])[cH:22]1. Reactants: CC(=O)O, ClC(Cl)Cl, Nc1ccc(F)cc1, [NH4+], N#C[Na], CCOC(=O)N1CCC(=O)CC1, [OH-], O. Yields the product CCOC(=O)N1CCC(C#N)(Nc2ccc(F)cc2)CC1. RXN SMILES: [CH3:31][C:32](=[O:33])[OH:34].[Cl:26][CH:27]([Cl:28])[Cl:29].[F:13][c:14]1[cH:15][cH:16][c:17]([NH2:20])[cH:18][cH:19]1.[NH4+:24].[Na:21][C:22]#[N:23].[O:1]=[C:2]1[CH2:3][CH2:4][N:5]([C:8](=[O:9])[O:10][CH2:11][CH3:12])[CH2:6][CH2:7]1.[OH-:25].[OH2:30]>>[C:2]1([NH:20][c:17]2[cH:16][cH:15][c:14]([F:13])[cH:19][cH:18]2)([C:22]#[N:23])[CH2:3][CH2:4][N:5]([C:8](=[O:9])[O:10][CH2:11][CH3:12])[CH2:6][CH2:7]1.